This data is from the Open Reaction Database (ORD), a public repository of structured organic reaction records. The task is: describe an organic reaction: reactants, conditions, products, and yield The reactants are [BH4-], CCCc1cc(N)c(C)cc1C(F)(C(F)(F)F)C(F)(F)F, CC(=O)O, CS(C)=O, CCOC(C)=O, [Na+]. The product is CCCc1cc(N)c(C)cc1C(C(F)(F)F)C(F)(F)F. RXN SMILES: [BH4-:22].[CH3:1][c:2]1[c:3]([NH2:4])[cH:5][c:6]([CH2:19][CH2:20][CH3:21])[c:7]([C:9]([C:10]([F:11])([F:12])[F:13])([C:14]([F:15])([F:16])[F:17])[F:18])[cH:8]1.[CH3:24][C:25](=[O:26])[OH:27].[CH3:28][S:29](=[O:30])[CH3:31].[CH3:32][CH2:33][O:34][C:35](=[O:36])[CH3:37].[Na+:23]>>[CH3:1][c:2]1[c:3]([NH2:4])[cH:5][c:6]([CH2:19][CH2:20][CH3:21])[c:7]([CH:9]([C:10]([F:11])([F:12])[F:13])[C:14]([F:15])([F:16])[F:17])[cH:8]1. Reactants: Cc1cc(OCCCNC(=O)OC(C)(C)C)cc2c1C(CC(=O)O)OB2O, CO, Cl, [Li+], [OH-], O. Yields the product Cc1cc(OCCCN)cc2c1C(CC(=O)O)OB2O. Reaction SMILES: [C:4]([O:5][C:6](=[O:7])[NH:11][CH2:12][CH2:13][CH2:14][O:15][c:16]1[cH:17][c:18]([CH3:30])[c:19]2[c:20]([cH:29]1)[B:21]([OH:28])[O:22][CH:23]2[CH2:24][C:25](=[O:26])[OH:27])([CH3:8])([CH3:9])[CH3:10].[CH3:2][OH:3].[ClH:1].[Li+:32].[OH-:31].[OH2:33]>>[NH2:11][CH2:12][CH2:13][CH2:14][O:15][c:16]1[cH:17][c:18]([CH3:30])[c:19]2[c:20]([cH:29]1)[B:21]([OH:28])[O:22][CH:23]2[CH2:24][C:25](=[O:26])[OH:27]. Starting materials: NC[C@H]1N(CCC[C@H]1C)C(=O)C1=C(C=CC=C1F)C1=NC=CC=N1 (((2S,3R)-2-(aminomethyl)-3-methylpiperidin-1-yl)(6-fluoro-2-(pyrimidin-2-yl)phenyl)methanone), ClC1=NC=C(C=N1)Cl (2,5-dichloropyrimidine). The product is ClC=1C=NC(=NC1)NC[C@H]1N(CCC[C@H]1C)C(=O)C1=C(C=CC=C1C1=NC=CC=N1)F (((2S,3R)-2-(((5-Chloropyrimidin-2-yl)amino)methyl)-3-methylpiperidin-1-yl)(2-fluoro-6-(pyrimidin-2-yl)phenyl)methanone). RXN SMILES: [NH2:1][CH2:2][C@@H:3]1[C@H:8]([CH3:9])[CH2:7][CH2:6][CH2:5][N:4]1[C:10]([C:12]1[C:17]([F:18])=[CH:16][CH:15]=[CH:14][C:13]=1[C:19]1[N:24]=[CH:23][CH:22]=[CH:21][N:20]=1)=[O:11].Cl[C:26]1[N:31]=[CH:30][C:29]([Cl:32])=[CH:28][N:27]=1>>[Cl:32][C:29]1[CH:28]=[N:27][C:26]([NH:1][CH2:2][C@@H:3]2[C@H:8]([CH3:9])[CH2:7][CH2:6][CH2:5][N:4]2[C:10]([C:12]2[C:13]([C:19]3[N:20]=[CH:21][CH:22]=[CH:23][N:24]=3)=[CH:14][CH:15]=[CH:16][C:17]=2[F:18])=[O:11])=[N:31][CH:30]=1. Reported procedure: The title compound was prepared following the same general protocol as described for Example A1 using ((2S,3R)-2-(aminomethyl)-3-methylpiperidin-1-yl)(6-fluoro-2-(pyrimidin-2-yl)phenyl)methanone and 2,5-dichloropyrimidine. ESI-MS (m/z): 441 [M+1]+. Reactants: O (water), OCC=1SC=C(C1)C (2-hydroxymethyl-4-methylthiophene), N1C=NC=C1 (imidazole), [Si](C)(C)(C(C)(C)C)Cl (t-butyldimethylsilyl chloride). Run in CN(C=O)C (N,N-dimethylformamide). Product: C(C)(C)(C)[Si](OCC=1SC=C(C1)C)(C)C (t-Butyl(dimethyl)[(4-methyl-2-thienyl)methoxy]silane). Isolated yield 74.0%. As a reaction SMILES: [OH:1][CH2:2][C:3]1[S:4][CH:5]=[C:6]([CH3:8])[CH:7]=1.N1C=CN=C1.[Si:14](Cl)([C:17]([CH3:20])([CH3:19])[CH3:18])([CH3:16])[CH3:15].O>CN(C)C=O>[C:17]([Si:14]([CH3:16])([CH3:15])[O:1][CH2:2][C:3]1[S:4][CH:5]=[C:6]([CH3:8])[CH:7]=1)([CH3:20])([CH3:19])[CH3:18]. Procedure details: To a solution of 2-hydroxymethyl-4-methylthiophene (1.8 g, 14 mmol) (reference literature: J. Heterocycl. Chem., vol. 19, 1125 (1982)) and imidazole (1.9 g, 28 mmol) in N,N-dimethylformamide (20 ml) was added t-butyldimethylsilyl chloride (2.3 g, 15 mmol) with stirring, and the resulting mixture was stirred at room temperature for 2 hours. After stirring, the reaction mixture was poured into water (20 ml) and extracted with ether. The extract was washed with a saturated aqueous solution of sodiu... The reactants are C(=O)C=1C=C(C=CC1)C1=C(C=CC=C1)C(F)(F)F (3-formyl-(2′-trifluoromethyl-1,1′-biphenyl)), S1C(NC(C1)=O)=O (2,4-thiazolidinedione), N1CCCCC1 (piperidine), C(C1=CC=CC=C1)(=O)O (benzoic acid). The solvent is C1(=CC=CC=C1)C (toluene), O (water). Yields the product FC(C1=C(C=CC=C1)C=1C=C(C=C2C(NC(S2)=O)=O)C=CC1)(F)F (5-(3-(2-trifluoromethyl phenyl)benzylidene)thiazolidine-2,4-dione). As a reaction SMILES: [CH:1]([C:3]1[CH:4]=[C:5]([C:9]2[CH:14]=[CH:13][CH:12]=[CH:11][C:10]=2[C:15]([F:18])([F:17])[F:16])[CH:6]=[CH:7][CH:8]=1)=O.[S:19]1[CH2:23][C:22](=[O:24])[NH:21][C:20]1=[O:25].N1CCCCC1.C(O)(=O)C1C=CC=CC=1>C1(C)C=CC=CC=1.O>[F:16][C:15]([F:18])([F:17])[C:10]1[CH:11]=[CH:12][CH:13]=[CH:14][C:9]=1[C:5]1[CH:4]=[C:3]([CH:8]=[CH:7][CH:6]=1)[CH:1]=[C:23]1[S:19][C:20](=[O:25])[NH:21][C:22]1=[O:24]. Procedure details: To a solution of 3-formyl-(2′-trifluoromethyl-1,1′-biphenyl) (0.334 g, 1.34 mmol) and 2,4-thiazolidinedione (0.19 g, 1.6 mmol) in toluene (20 mL) were added piperidine (0.017 mL, 0.174 mmol) and benzoic acid (0.025 mg, 0.2 mmol), and the reaction was refluxed for 3 h with continuous removal of water. The solvent was then distilled off and the residue was crystallized from ether-pet ether to yield titled product as a solid.